Dataset: the Open Reaction Database (ORD), a public repository of structured organic reaction records. Task: describe an organic reaction: reactants, conditions, products, and yield The reactants are C([O-])([O-])=O.[Na+].[Na+] (sodium carbonate), C(C)(C)(C)OC(N(C)CC1=CN(C(=C1)Br)S(=O)(=O)C=1C=NC=CC1)=O (tert-butyl{[5-bromo-1-(pyridin-3-ylsulfonyl)-1H-pyrrol-3-yl]methyl}methylcarbamate), C(#N)C=1C=CC(=C(C1)B(O)O)F ((5-cyano-2-fluorophenyl)boronic acid). The reagents and catalysts are C=1C=CC(=CC1)[P](C=2C=CC=CC2)(C=3C=CC=CC3)[Pd]([P](C=4C=CC=CC4)(C=5C=CC=CC5)C=6C=CC=CC6)([P](C=7C=CC=CC7)(C=8C=CC=CC8)C=9C=CC=CC9)[P](C=1C=CC=CC1)(C=1C=CC=CC1)C=1C=CC=CC1 (tetrakis(triphenylphosphine)palladium). Yields the product C(C)(C)(C)OC(N(C)CC1=CN(C(=C1)C1=C(C=CC(=C1)C#N)F)S(=O)(=O)C=1C=NC=CC1)=O (tert-butyl{[5-(5-cyano-2-fluorophenyl)-1-(pyridin-3-ylsulfonyl)-1H-pyrrol-3-yl]methyl}methylcarbamate), oil. The yield is 6.0%. RXN SMILES: [C:1]([O:5][C:6](=[O:25])[N:7]([CH2:9][C:10]1[CH:14]=[C:13](Br)[N:12]([S:16]([C:19]2[CH:20]=[N:21][CH:22]=[CH:23][CH:24]=2)(=[O:18])=[O:17])[CH:11]=1)[CH3:8])([CH3:4])([CH3:3])[CH3:2].[C:26]([C:28]1[CH:29]=[CH:30][C:31]([F:37])=[C:32](B(O)O)[CH:33]=1)#[N:27].C(=O)([O-])[O-].[Na+].[Na+]>C1C=CC([P]([Pd]([P](C2C=CC=CC=2)(C2C=CC=CC=2)C2C=CC=CC=2)([P](C2C=CC=CC=2)(C2C=CC=CC=2)C2C=CC=CC=2)[P](C2C=CC=CC=2)(C2C=CC=CC=2)C2C=CC=CC=2)(C2C=CC=CC=2)C2C=CC=CC=2)=CC=1>[C:1]([O:5][C:6](=[O:25])[N:7]([CH2:9][C:10]1[CH:14]=[C:13]([C:30]2[CH:29]=[C:28]([C:26]#[N:27])[CH:33]=[CH:32][C:31]=2[F:37])[N:12]([S:16]([C:19]2[CH:20]=[N:21][CH:22]=[CH:23][CH:24]=2)(=[O:18])=[O:17])[CH:11]=1)[CH3:8])([CH3:4])([CH3:3])[CH3:2] |f:2.3.4,^1:47,49,68,87|. Procedure details: By a similar operation as in Reference Example 79 and using tert-butyl{[5-bromo-1-(pyridin-3-ylsulfonyl)-1H-pyrrol-3-yl]methyl}methylcarbamate (430 mg), (5-cyano-2-fluorophenyl)boronic acid (198 mg), sodium carbonate (254 mg) and tetrakis(triphenylphosphine)palladium (57.8 mg), the title compound was obtained as a pale-yellow oil (yield 28.9 mg, 6%). Reactants: S(=O)(=O)(C1=CC=C(C)C=C1)OC[C@@H]1CNC(O1)=O ((S)-5-tosyloxymethyl-1,3-oxazolidine-2-one), [C-]#N.[Na+] (NaCN). Solvent: CO.O (MeOH water). Yields the product C(#N)CC1CNC(O1)=O (5-cyanomethyl-1,3-oxazolidine-2-one). Isolated yield 70.0%. As a reaction SMILES: S(O[CH2:12][C@H:13]1[O:17][C:16](=[O:18])[NH:15][CH2:14]1)(C1C=CC(C)=CC=1)(=O)=O.[C-:19]#[N:20].[Na+]>CO.O>[C:19]([CH2:12][CH:13]1[O:17][C:16](=[O:18])[NH:15][CH2:14]1)#[N:20] |f:1.2,3.4|. Reported procedure: To a stirring solution of (S)-5-tosyloxymethyl-1,3-oxazolidine-2-one (0.54 g, 1.99 mmol) in MeOH-water (15-3 mL) was added NaCN (0.39 g, 8.00 mmol) at room temperature and then heated to reflux for 4 h. After completion of the reaction, solvent in the reaction mixture was completely evaporated and the residue was purified by column chromatography employing EtOAc-hexane (70:30) as eluent to afford pure 5-cyanomethyl-1,3-oxazolidine-2-one in 70% yield. [α]26D=+4.5 (c 1.0, MeOH); IR (Neat) 3349, 29... The reactants are CC#N, C1CC1COC1CC2CCC(C1)N2, CCc1cccc2c1OCC(=O)N2CCCCl, [K+], [K+], O=C([O-])[O-]. Product: CCc1cccc2c1OCC(=O)N2CCCN1C2CCC1CC(OCC1CC1)C2. As a reaction SMILES: [CH3:37][C:38]#[N:39].[CH:18]1([CH2:21][O:22][CH:23]2[CH2:24][CH:25]3[CH2:26][CH2:27][CH:28]([CH2:29]2)[NH:30]3)[CH2:19][CH2:20]1.[Cl:1][CH2:2][CH2:3][CH2:4][N:5]1[C:6](=[O:17])[CH2:7][O:8][c:9]2[c:10]1[cH:11][cH:12][cH:13][c:14]2[CH2:15][CH3:16].[K+:31].[K+:32].[O-:33][C:34]([O-:35])=[O:36]>>[CH2:2]([CH2:3][CH2:4][N:5]1[C:6](=[O:17])[CH2:7][O:8][c:9]2[c:10]1[cH:11][cH:12][cH:13][c:14]2[CH2:15][CH3:16])[N:30]1[CH:25]2[CH2:24][CH:23]([O:22][CH2:21][CH:18]3[CH2:19][CH2:20]3)[CH2:29][CH:28]1[CH2:27][CH2:26]2. Reactants: COC1=[N+](CCC1)C.COS(=O)(=O)[O-] (2-methoxy-1-methyl-1-pyrrolinium methylsulfate), CNC (dimethylamine). Run in C1=CC=CC=C1 (benzene). Product: CN(C1=[N+](CCC1)C)C.COS(=O)(=O)[O-] (2-dimethylamino-1-methyl-1-pyrrolinium methylsulfate). As a reaction SMILES: CO[C:3]1[CH2:7][CH2:6][CH2:5][N+:4]=1[CH3:8].[CH3:9][O:10][S:11]([O-:14])(=[O:13])=[O:12].[CH3:15][NH:16][CH3:17]>C1C=CC=CC=1>[CH3:15][N:16]([CH3:17])[C:3]1[CH2:7][CH2:6][CH2:5][N+:4]=1[CH3:8].[CH3:9][O:10][S:11]([O-:14])(=[O:13])=[O:12] |f:0.1,4.5|. Procedure details: Add dropwise, with stirring, 22.5 g of 2-methoxy-1-methyl-1-pyrrolinium-methylsulfate to a solution of 6.76 g of dimethylamine in 45 ml of benzene and then boil the obtained admixture under reflux for 1 hour. Separate off the resulting heavy phase; extract it twice by shaking it out with diethyl ether and then free the extract from solvent residue in a vacuum to obtain 19.4 g (81.4% of theory) of title compound as reddish brown oil. The reactants are COC1=CC=C(CN2C[C@@H](CC[C@H]2C)C=O)C=C1 ((3R,6R)-1-(4-methoxybenzyl)-6-methylpiperidine-3-carbaldehyde), C([O-])([O-])=O.[K+].[K+] (potassium carbonate), [N+](=[N-])=C(C(C)=O)P(OC)(OC)=O (dimethyl (1-diazo-2-oxopropyl)phosphonate). Solvent: CO (MeOH). Conditions: time 3 day. The product is C(#C)[C@@H]1CC[C@H](N(C1)CC1=CC=C(C=C1)OC)C ((2R,5S)-5-ethynyl-1-(4-methoxybenzyl)-2-methylpiperidine). Reaction SMILES: [CH3:1][O:2][C:3]1[CH:18]=[CH:17][C:6]([CH2:7][N:8]2[C@H:13]([CH3:14])[CH2:12][CH2:11][C@@H:10]([CH:15]=O)[CH2:9]2)=[CH:5][CH:4]=1.[C:19](=O)([O-])[O-].[K+].[K+].[N+](=C(P(=O)(OC)OC)C(=O)C)=[N-]>CO>[C:15]([C@H:10]1[CH2:9][N:8]([CH2:7][C:6]2[CH:17]=[CH:18][C:3]([O:2][CH3:1])=[CH:4][CH:5]=2)[C@H:13]([CH3:14])[CH2:12][CH2:11]1)#[CH:19] |f:1.2.3|. Procedure details: A mixture of (3R,6R)-1-(4-methoxybenzyl)-6-methylpiperidine-3-carbaldehyde (3.01 g, 12.2 mmol) and potassium carbonate (3.36 g, 24.3 mmol) in MeOH (150 mL) was treated with dimethyl (1-diazo-2-oxopropyl)phosphonate (2.19 mL, 14.6 mmol) and allowed to stir at ambient temperature for 3 d. The reaction was concentrated in vacuo and the residue taken up in sated, aqu. NaHCO3 and extracted twice with EtOAc. The organics were washed with brine, dried over magnesium sulfate, filtered, and concentrated ... The reactants are C(C)OC(=O)C1CN(CC1=O)C(=O)OC(C)(C)C (4-oxo-pyrrolidine-1,3-dicarboxylic acid 1-tert. butylester 3-ethylester), C(#N)[BH3-].[Na+] (sodium cyanoborohydride), Cl (hydrochloric acid), CN(C)C1=CC=C(C=C1)N=NC2=CC=C(C=C2)S(=O)(=O)[O-].[Na+] (methylorange). The solvent is CO (methanol). The product is C(C)OC(=O)C1CN(CC1O)C(=O)OC(C)(C)C (4-Hydroxy-pyrrolidine-1,3-dicarboxylic acid 1-tert.-butylester 3-ethylester). RXN SMILES: [CH2:1]([O:3][C:4]([CH:6]1[C:10](=[O:11])[CH2:9][N:8]([C:12]([O:14][C:15]([CH3:18])([CH3:17])[CH3:16])=[O:13])[CH2:7]1)=[O:5])[CH3:2].C([BH3-])#N.[Na+].CN(C1C=CC(N=NC2C=CC(S([O-])(=O)=O)=CC=2)=CC=1)C.[Na+].Cl>CO>[CH2:1]([O:3][C:4]([CH:6]1[CH:10]([OH:11])[CH2:9][N:8]([C:12]([O:14][C:15]([CH3:16])([CH3:18])[CH3:17])=[O:13])[CH2:7]1)=[O:5])[CH3:2] |f:1.2,3.4|. Procedure details: To a solution of 5.15 g (20 mmol) 4-oxo-pyrrolidine-1,3-dicarboxylic acid 1-tert. butylester 3-ethylester in 30 ml methanol was added 1.88 g (30 mmol) sodium cyanoborohydride and a small amount of methylorange. With stirring the pH was adjusted to 3 by dropwise addition of 1N hydrochloric acid (color change from yellow to orange). After no more acid was consumed the mixture was stirred for one hour. The solvent was evaporated in vacuo and the residue was partitioned between ethyl acetate and wat...